describe an organic reaction: reactants, conditions, products, and yield From a dataset of the Open Reaction Database (ORD), a public repository of structured organic reaction records. Starting materials: CC1CCCC(C)N1, Fc1c(Cl)ncnc1Cl. Yields the product CC1CCCC(C)N1c1ncnc(Cl)c1F. As a reaction SMILES: [CH3:10][CH:11]1[NH:12][CH:13]([CH3:17])[CH2:14][CH2:15][CH2:16]1.[Cl:1][c:2]1[n:3][cH:4][n:5][c:6]([Cl:9])[c:7]1[F:8]>>[c:2]1([N:12]2[CH:11]([CH3:10])[CH2:16][CH2:15][CH2:14][CH:13]2[CH3:17])[n:3][cH:4][n:5][c:6]([Cl:9])[c:7]1[F:8]. Reactants: COc1ccc2cc(CCBr)ccc2c1C, COc1cc2c(cc1OC)C(=O)N(CC1CCCCNC1)CC2. The product is COc1cc2c(cc1OC)C(=O)N(CC1CCCCN(CCc3ccc4c(C)c(OC)ccc4c3)C1)CC2. As a reaction SMILES: [Br:24][CH2:25][CH2:26][c:27]1[cH:28][c:29]2[cH:30][cH:31][c:32]([O:38][CH3:39])[c:33]([CH3:37])[c:34]2[cH:35][cH:36]1.[NH:1]1[CH2:2][CH:3]([CH2:8][N:9]2[C:10](=[O:23])[c:11]3[cH:12][c:13]([O:21][CH3:22])[c:14]([O:19][CH3:20])[cH:15][c:16]3[CH2:17][CH2:18]2)[CH2:4][CH2:5][CH2:6][CH2:7]1>>[N:1]1([CH2:25][CH2:26][c:27]2[cH:28][c:29]3[cH:30][cH:31][c:32]([O:38][CH3:39])[c:33]([CH3:37])[c:34]3[cH:35][cH:36]2)[CH2:2][CH:3]([CH2:8][N:9]2[C:10](=[O:23])[c:11]3[cH:12][c:13]([O:21][CH3:22])[c:14]([O:19][CH3:20])[cH:15][c:16]3[CH2:17][CH2:18]2)[CH2:4][CH2:5][CH2:6][CH2:7]1.